The task is: describe an organic reaction: reactants, conditions, products, and yield. This data is from the Open Reaction Database (ORD), a public repository of structured organic reaction records. The reactants are C(C)(=O)O (acetic acid), C(C)(C)(C)OC(=O)N[C@@H]1C(N(CC1)N=C1CCN(CC1)C1=CC=NC=C1)=O ((3S)-3-(tert-Butoxycarbonylamino)-1-[1-(4-pyridyl)-4-piperidinylideneamino]-2-pyrrolidone), C(#N)[BH3-].[Na+] (sodium cyanoborohydride). Solvent: CO (methanol). Conditions: time 30 minute. Product: C(C)(C)(C)OC(=O)N[C@@H]1C(N(CC1)NC1CCN(CC1)C1=CC=NC=C1)=O ((3S)-3-(tert-Butoxycarbonylamino)-1-[1-(4-pyridyl)-4-piperidinylamino]-2-pyrrolidone). The yield is 71.3%. As a reaction SMILES: [C:1]([O:5][C:6]([NH:8][C@H:9]1[CH2:13][CH2:12][N:11]([N:14]=[C:15]2[CH2:20][CH2:19][N:18]([C:21]3[CH:26]=[CH:25][N:24]=[CH:23][CH:22]=3)[CH2:17][CH2:16]2)[C:10]1=[O:27])=[O:7])([CH3:4])([CH3:3])[CH3:2].C(O)(=O)C.C([BH3-])#N.[Na+]>CO>[C:1]([O:5][C:6]([NH:8][C@H:9]1[CH2:13][CH2:12][N:11]([NH:14][CH:15]2[CH2:16][CH2:17][N:18]([C:21]3[CH:26]=[CH:25][N:24]=[CH:23][CH:22]=3)[CH2:19][CH2:20]2)[C:10]1=[O:27])=[O:7])([CH3:4])([CH3:2])[CH3:3] |f:2.3|. Reported procedure: (3S)-3-(tert-Butoxycarbonylamino)-1-[1-(4-pyridyl)-4-piperidinylideneamino]-2-pyrrolidone (3.57 g) was dissolved in methanol (40 ml), combined with acetic acid (2.05 g) with cooling on ice, followed by sodium cyanoborohydride (807 mg) and stirred at room temperature for 30 minutes. The reaction mixture was concentrated, and the residue was combined with an aqueous solution of sodium hydroxide, extracted with dichloromethane, dried, concentrated, and purified by a column chromatography (dichlorom... Starting materials: ClCC1=NOC(=N1)C1=NC=CC=C1 (2-(3-chloromethyl-[1,2,4]-oxadiazole-5-yl)-pyridine), [I-].[Na+] (sodium iodide). The reagents and catalysts are [I-].C(CCC)[N+](CCCC)(CCCC)CCCC (tetra-n-butyl-ammonium iodide). Solvent: CC(=O)C (acetone). Yields the product ICC1=NOC(=N1)C1=NC=CC=C1 (2-(3-Iodomethyl-[1,2,4]oxadiazole-5-yl)-pyridine). Reaction SMILES: Cl[CH2:2][C:3]1[N:7]=[C:6]([C:8]2[CH:13]=[CH:12][CH:11]=[CH:10][N:9]=2)[O:5][N:4]=1.[I-:14].[Na+]>CC(C)=O.[I-].C([N+](CCCC)(CCCC)CCCC)CCC>[I:14][CH2:2][C:3]1[N:7]=[C:6]([C:8]2[CH:13]=[CH:12][CH:11]=[CH:10][N:9]=2)[O:5][N:4]=1 |f:1.2,4.5|. Reported procedure: Step-2: The 2-(3-chloromethyl-[1,2,4]-oxadiazole-5-yl)-pyridine (0.550 g, 2.8 mmol) was dissolved in acetone (20 ml). To the clear solution, sodium iodide (0.843 g, 5.62 mmol) and tetra-n-butyl-ammonium iodide (0.259 g, 0.70 mmol) were added. The reaction mixture was refluxed for 2 hr. It was quenched by addition of water (20 ml) and extracted with ethyl acetate (2×25 ml). The combined organic layer was dried over Na2SO4 and evaporated under vacuum to yield 2-(3-Iodomethyl-[1,2,4]oxadiazole-5-yl... Reactants: ClC1=CC=C(C(C=O)=C1)O (5-Chlorosalicylaldehyde), C([O-])([O-])=O.[K+].[K+] (potassium carbonate), O (water), S(=O)(=O)(C1=CC=C(C)C=C1)OCC1CCC1 (cyclobutanemethanol tosylate). Run in CN(C)C=O (DMF). Run at temperature 50 celsius, time 16 hour. The product is ClC=1C=CC(=C(C=O)C1)OCC1CCC1 (5-chloro-2-(cyclobutylmethoxy)benzaldehyde). Isolated yield 117.1%. Reaction SMILES: [Cl:1][C:2]1[CH:9]=[C:6]([CH:7]=[O:8])[C:5]([OH:10])=[CH:4][CH:3]=1.C(=O)([O-])[O-].[K+].[K+].S(O[CH2:28][CH:29]1[CH2:32][CH2:31][CH2:30]1)(C1C=CC(C)=CC=1)(=O)=O.O>CN(C=O)C>[Cl:1][C:2]1[CH:3]=[CH:4][C:5]([O:10][CH2:28][CH:29]2[CH2:32][CH2:31][CH2:30]2)=[C:6]([CH:9]=1)[CH:7]=[O:8] |f:1.2.3|. Reported procedure: 5-Chlorosalicylaldehyde (7.7 g, 49.4 mmol) was dissolved in DMF (20 ml) with potassium carbonate (7.5 g, 54.1 mmol) and the cyclobutanemethanol tosylate (13 g, 54.1 mmol). The mixture was stirred at 50 ° C. under argon for 16 hours. Poured into water (500 ml), extracted with ethyl acetate (4×100 ml)and the combined organic fractions washed with 1M sodium hydroxide solution (100 ml), water (100 ml), saturated brine (100 ml) dried (MgSO4) and concentrated in vacuo to give 5-chloro-2-(cyclobutylmet... Starting materials: NC1CCN(CC1)CCN1C(C=NC2=CC=C(C=C12)OC)=O (1-(2-(4-aminopiperidin-1-yl)ethyl)-7-methoxyquinoxalin-2(1H)-one), BrCC1=CC=C2C(=N1)OCCO2 (6-bromomethyl-2,3-dihydro-1,4-dioxino[2,3-b]pyridine), C([O-])([O-])=O.[K+].[K+] (potassium carbonate). The solvent is CN(C=O)C (N,N-dimethylformamide). Run at time 3 day. Product: O1CCOC2=NC(=CC=C21)CNC2CCN(CC2)CCN2C(C=NC1=CC=C(C=C21)OC)=O (1-(2-(4-((2,3-dihydro-1,4-dioxino[2,3-b]pyridin-6-yl)methylamino)piperidin-1-yl)ethyl)-7-methoxyquinoxalin-2(1H)-one). Isolated yield 37.5%. RXN SMILES: [NH2:1][CH:2]1[CH2:7][CH2:6][N:5]([CH2:8][CH2:9][N:10]2[C:19]3[C:14](=[CH:15][CH:16]=[C:17]([O:20][CH3:21])[CH:18]=3)[N:13]=[CH:12][C:11]2=[O:22])[CH2:4][CH2:3]1.Br[CH2:24][C:25]1[N:30]=[C:29]2[O:31][CH2:32][CH2:33][O:34][C:28]2=[CH:27][CH:26]=1.C(=O)([O-])[O-].[K+].[K+]>CN(C)C=O>[O:34]1[C:28]2[C:29](=[N:30][C:25]([CH2:24][NH:1][CH:2]3[CH2:3][CH2:4][N:5]([CH2:8][CH2:9][N:10]4[C:19]5[C:14](=[CH:15][CH:16]=[C:17]([O:20][CH3:21])[CH:18]=5)[N:13]=[CH:12][C:11]4=[O:22])[CH2:6][CH2:7]3)=[CH:26][CH:27]=2)[O:31][CH2:32][CH2:33]1 |f:2.3.4|. Procedure: To 5 mL of an N,N-dimethylformamide solution containing 170 mg of 1-(2-(4-aminopiperidin-1-yl)ethyl)-7-methoxyquinoxalin-2(1H)-one and 130 mg of 6-bromomethyl-2,3-dihydro-1,4-dioxino[2,3-b]pyridine, 230 mg of potassium carbonate was added, and stirred at room temperature for 3 days. The solvent was removed under reduced pressure, and the residue thus obtained was purified by silica gel column chromatography [Silica Gel; Kanto Chemical Co., Inc., Silica Gel N, eluent; chloroform:methanol=5:1] to ... Reactants: ice, ClC=1C2=C(SC1C(=O)O)C=CC=C2 (3-chloro-benzo[b]thiophene-2-carboxylic acid), [H-].[H-].[H-].[H-].[Li+].[Al+3] (LiAlH4). Run in C1CCOC1 (THF). Reaction conditions: time 3 hour. Yields the product ClC=1C2=C(SC1CO)C=CC=C2 ((3-Chloro-benzo[b]thiophen-2-yl)-methanol). Isolated yield 46.0%. As a reaction SMILES: [Cl:1][C:2]1[C:3]2[CH:13]=[CH:12][CH:11]=[CH:10][C:4]=2[S:5][C:6]=1[C:7](O)=[O:8].[H-].[H-].[H-].[H-].[Li+].[Al+3]>C1COCC1>[Cl:1][C:2]1[C:3]2[CH:13]=[CH:12][CH:11]=[CH:10][C:4]=2[S:5][C:6]=1[CH2:7][OH:8] |f:1.2.3.4.5.6|. Reported procedure: To an ice cold solution of 10.0 g (47.0 mmol) of 3-chloro-benzo[b]thiophene-2-carboxylic acid (11) in 200 mL of THF was added 47 mL of LiAlH4 (47 mmol, 1 M/THF). After 3 h, the reaction was quenched by addition of MeOH (ca. 40 mL). The volatiles were evaporated and the residue was treated with 50 mL 1 M HCl. After stirring for 10 min., the mixture was extracted with CH2Cl2 (3×150 mL). The combined CH2Cl2 solution was dried (MgSO4), filtered and evaporated. Purification by flash chromatography on...